This data is from the Open Reaction Database (ORD), a public repository of structured organic reaction records. The task is: describe an organic reaction: reactants, conditions, products, and yield Reactants: COc1cccc2c1Oc1ccccc1C21CCN(Cc2ccccc2)CC1, CCO, Cl. Yields the product COc1cccc2c1Oc1ccccc1C21CCNCC1. As a reaction SMILES: [CH2:2]([c:3]1[cH:4][cH:5][cH:6][cH:7][cH:8]1)[N:9]1[CH2:10][CH2:11][C:12]2([CH2:13][CH2:14]1)[c:15]1[cH:16][cH:17][cH:18][cH:19][c:20]1[O:21][c:22]1[c:23]([O:28][CH3:29])[cH:24][cH:25][cH:26][c:27]12.[CH3:30][CH2:31][OH:32].[ClH:1]>>[NH:9]1[CH2:10][CH2:11][C:12]2([CH2:13][CH2:14]1)[c:15]1[cH:16][cH:17][cH:18][cH:19][c:20]1[O:21][c:22]1[c:23]([O:28][CH3:29])[cH:24][cH:25][cH:26][c:27]12. Reactants: Cc1ccccc1, ClCCN1CCCC1, Cl, [Na+], [OH-], O, COc1ccc2c(c1)OCC(c1ccccc1)C2c1ccc(O)cc1. The product is COc1ccc2c(c1)OCC(c1ccccc1)C2c1ccc(OCCN2CCCC2)cc1. RXN SMILES: [CH3:37][c:38]1[cH:39][cH:40][cH:41][cH:42][cH:43]1.[Cl:29][CH2:30][CH2:31][N:32]1[CH2:33][CH2:34][CH2:35][CH2:36]1.[ClH:28].[Na+:27].[OH-:26].[OH2:44].[OH:1][c:2]1[cH:3][cH:4][c:5]([CH:8]2[CH:9]([c:20]3[cH:21][cH:22][cH:23][cH:24][cH:25]3)[CH2:10][O:11][c:12]3[cH:13][c:14]([O:18][CH3:19])[cH:15][cH:16][c:17]32)[cH:6][cH:7]1>>[O:1]([c:2]1[cH:3][cH:4][c:5]([CH:8]2[CH:9]([c:20]3[cH:21][cH:22][cH:23][cH:24][cH:25]3)[CH2:10][O:11][c:12]3[cH:13][c:14]([O:18][CH3:19])[cH:15][cH:16][c:17]32)[cH:6][cH:7]1)[CH2:30][CH2:31][N:32]1[CH2:33][CH2:34][CH2:35][CH2:36]1. The reactants are C(C)(=O)NC1=CC(=C(C=C1Cl)C(CCCCCl)=O)OCC1=CC(=CC(=C1)OC)OC (1-[4-acetylamino-5-chloro-2-(3,5-dimethoxybenzyloxy)phenyl]-5-chloropentan-1-one), N1CCCCC1 (piperidine), CC1CCNCC1 (4-methylpiperidine). Product: NC1=CC(=C(C=C1Cl)C(CCCCN1CCC(CC1)C)=O)OCC1=CC(=CC(=C1)OC)OC (1-[4-amino-5-chloro-2-(3,5-dimethoxybenzyloxy)phenyl]-5-(4-methylpiperidin-1-yl)pentan-1-one). Reaction SMILES: C([NH:4][C:5]1[C:10]([Cl:11])=[CH:9][C:8]([C:12](=[O:18])[CH2:13][CH2:14][CH2:15][CH2:16]Cl)=[C:7]([O:19][CH2:20][C:21]2[CH:26]=[C:25]([O:27][CH3:28])[CH:24]=[C:23]([O:29][CH3:30])[CH:22]=2)[CH:6]=1)(=O)C.N1CCCCC1.[CH3:37][CH:38]1[CH2:43][CH2:42][NH:41][CH2:40][CH2:39]1>>[NH2:4][C:5]1[C:10]([Cl:11])=[CH:9][C:8]([C:12](=[O:18])[CH2:13][CH2:14][CH2:15][CH2:16][N:41]2[CH2:42][CH2:43][CH:38]([CH3:37])[CH2:39][CH2:40]2)=[C:7]([O:19][CH2:20][C:21]2[CH:22]=[C:23]([O:29][CH3:30])[CH:24]=[C:25]([O:27][CH3:28])[CH:26]=2)[CH:6]=1. Procedure details: Proceeding as in Example 4, Step (c), but replacing 1-(4-acetylamino-5-chloro-2-methoxyphenyl)-5-chloropentan-1-one with 1-[4-acetylamino-5-chloro-2-(3,5-dimethoxybenzyloxy)phenyl]-5-chloropentan-1-one and piperidine with 4-methylpiperidine, gave 1-[4-amino-5-chloro-2-(3,5-dimethoxybenzyloxy)phenyl]-5-(4-methylpiperidin-1-yl)pentan-1-one, m.p. 136-137° C. Starting materials: CC[N+](CC)(CC)Cc1ccccc1, [Cl-], O=[N+]([O-])c1ccc(Cl)c(C(F)(F)F)c1, Cl, N#CCc1ccc(F)cc1, [Na+], C1CCOC1, [OH-]. Product: N#CC(c1ccc(F)cc1)c1ccc([N+](=O)[O-])cc1C(F)(F)F. Reaction SMILES: [CH2:29]([N+:30]([CH2:31][CH3:32])([CH2:33][CH3:34])[CH2:35][c:36]1[cH:37][cH:38][cH:39][cH:40][cH:41]1)[CH3:42].[Cl-:28].[Cl:1][c:2]1[c:3]([C:11]([F:12])([F:13])[F:14])[cH:4][c:5]([N+:8](=[O:9])[O-:10])[cH:6][cH:7]1.[ClH:27].[F:17][c:18]1[cH:19][cH:20][c:21]([CH2:24][C:25]#[N:26])[cH:22][cH:23]1.[Na+:16].[O:43]1[CH2:44][CH2:45][CH2:46][CH2:47]1.[OH-:15]>>[c:2]1([CH:24]([c:21]2[cH:20][cH:19][c:18]([F:17])[cH:23][cH:22]2)[C:25]#[N:26])[c:3]([C:11]([F:12])([F:13])[F:14])[cH:4][c:5]([N+:8](=[O:9])[O-:10])[cH:6][cH:7]1. Reactants: N[C@@H](CC1=CNC2=CC=CC=C12)C(=O)O (tryptophan), CC(C)S[C@H]1[C@@H]([C@H]([C@H]([C@H](O1)CO)O)O)O (IPTG), CC(C)S[C@H]1[C@@H]([C@H]([C@H]([C@H](O1)CO)O)O)O (IPTG), CC1([C@@H](N2[C@H](S1)[C@@H](C2=O)NC(=O)[C@@H](C3=CC=C(C=C3)O)NC(=O)[C@@H](CC(=O)NC)N)C(=O)O)C (aspC), C1=CC=C2C(=C1)C(=CN2)C[C@](C[C@@H](C(=O)O)N)(C(=O)O)O (monatin). Run at time 3 day. Product: CC1([C@@H](N2[C@H](S1)[C@@H](C2=O)NC(=O)[C@@H](C3=CC=C(C=C3)O)NC(=O)[C@@H](CC(=O)NC)N)C(=O)O)C (aspC), C1=CC=C2C(=C1)C(=CN2)C[C@](C[C@@H](C(=O)O)N)(C(=O)O)O (monatin), N1C=C(C2=CC=CC=C12)CC(C(=O)[O-])=O (indole-3-pyruvate). RXN SMILES: [CH3:1][C:2]1([CH3:34])[S:6][C@@H:5]2[C@H:7]([NH:10][C:11]([C@H:13]([NH:21][C:22]([C@H:24]([NH2:30])[CH2:25][C:26]([NH:28][CH3:29])=[O:27])=[O:23])[C:14]3[CH:19]=[CH:18][C:17]([OH:20])=[CH:16][CH:15]=3)=[O:12])[C:8](=[O:9])[N:4]2[C@H:3]1[C:31]([OH:33])=[O:32].N[C@H](C(O)=O)CC1C2C(=CC=CC=2)NC=1.CC(S[C@@H]1O[C@H](CO)[C@H](O)[C@H](O)[C@H]1O)C.[CH:65]1[CH:70]=[C:69]2[C:71]([CH2:74][C@@:75]([OH:85])([C:82]([OH:84])=[O:83])[CH2:76][C@H:77]([NH2:81])[C:78]([OH:80])=[O:79])=[CH:72][NH:73][C:68]2=[CH:67][CH:66]=1>>[CH3:1][C:2]1([CH3:34])[S:6][C@@H:5]2[C@H:7]([NH:10][C:11]([C@H:13]([NH:21][C:22]([C@H:24]([NH2:30])[CH2:25][C:26]([NH:28][CH3:29])=[O:27])=[O:23])[C:14]3[CH:19]=[CH:18][C:17]([OH:20])=[CH:16][CH:15]=3)=[O:12])[C:8](=[O:9])[N:4]2[C@H:3]1[C:31]([OH:33])=[O:32].[CH:65]1[CH:70]=[C:69]2[C:71]([CH2:74][C@@:75]([OH:85])([C:82]([OH:84])=[O:83])[CH2:76][C@H:77]([NH2:81])[C:78]([OH:80])=[O:79])=[CH:72][NH:73][C:68]2=[CH:67][CH:66]=1.[NH:73]1[C:68]2[C:69](=[CH:70][CH:65]=[CH:66][CH:67]=2)[C:71]([CH2:74][C:75](=[O:85])[C:82]([O-:84])=[O:83])=[CH:72]1. Procedure: The aspC and the proA genes were cloned into the pTrc99a expression vector (Amersham, Piscataway, N.J.). The resulting vector was transformed into the tryptophan auxotrophs CAG18455 or CAG18579 (see Example 4 for strain descriptions). The transformants were plated on M9 minimal medium with 0.1 mM IPTG and 5 mM monatin. After 3 days at 37° C., the strains with the operon plasmids formed colonies, while the parent strains did not appear to grow. Additionally, the growth was dependent on the presen... Starting materials: C1(=CC=CC=C1)C=1C=C2C=CC=CN2C1 (2-phenylindolizine). The reagents and catalysts are [Ni] (Raney nickel). The solvent is C(C)O (ethanol), C(C)O (ethanol). Yields the product C1(=CC=CC=C1)C=1C=C2CCCCN2C1 (2-phenyl-5,6,7,8-tetrahydro-indolizine). Isolated yield 67.6%. RXN SMILES: [C:1]1([C:7]2[CH:8]=[C:9]3[N:14]([CH:15]=2)[CH:13]=[CH:12][CH:11]=[CH:10]3)[CH:6]=[CH:5][CH:4]=[CH:3][CH:2]=1>[Ni].C(O)C>[C:1]1([C:7]2[CH:8]=[C:9]3[N:14]([CH:15]=2)[CH2:13][CH2:12][CH2:11][CH2:10]3)[CH:2]=[CH:3][CH:4]=[CH:5][CH:6]=1. Procedure: Raney nickel (6 g) was slurried in ethanol (100 mL) and a solution of 2-phenylindolizine (48 g, 0.24 mol) in ethanol (1 L) was added. The reaction mixture was stirred under hydrogen at room temperature and 50-60 psi overnight. The mixture was filtered through Celite then the solvent was evaporated under vacuum to yield 2-phenyl-5,6,7,8-tetrahydro-indolizine (32 g, 65%) as a white solid. Reactants: NC1=C(C=C(C2=CC=C(C=C12)S(=O)(=O)O)S(=O)(=O)O)S(=O)(=O)O (1-aminonaphthalene-2,4,7-trisulphonic acid), OS(=O)(=O)O.O=S(=O)=O (oleum). The product is C1=CC2=C(C=C(C=C2)S(=O)(=O)O)C(=C1)N (1,7-Cleve's acid). RXN SMILES: [NH2:1][C:2]1[C:11]2[C:6](=[CH:7][CH:8]=[C:9]([S:12]([OH:15])(=[O:14])=[O:13])[CH:10]=2)[C:5](S(O)(=O)=O)=[CH:4][C:3]=1S(O)(=O)=O.OS(O)(=O)=O.O=S(=O)=O>>[CH:4]1[CH:3]=[C:2]([NH2:1])[C:11]2[CH:10]=[C:9]([S:12]([OH:15])(=[O:13])=[O:14])[CH:8]=[CH:7][C:6]=2[CH:5]=1 |f:1.2|. Procedure details: The sulphonation can be continued to 1-aminonaphthalene-2,4,7-trisulphonic acid by addition of a further 248 g of 65% strength oleum to the sulphonation mixture. Hydrolysis of the trisulphonation mixture in turn gives pure 1,7-Cleve's acid. Reactants: C[N+](CC)(CC)CC.C(#N)C(C(C(=O)[O-])(F)F)(F)F (methyltriethylammonium 3-cyanotetrafluoropropionate), S(=O)(=O)(OC(C(=C(F)F)F)(F)F)F (perfluoroallyl fluorosulfate). The solvent is COCCOCCOC (diglyme). Reaction conditions: time 1 hour. Product: C(#N)C(C(C(=O)F)(F)F)(F)F (3-cyanotetrafluoropropionyl fluoride). Yield: 28.9%. RXN SMILES: C[N+](CC)(CC)CC.[C:9]([C:11]([F:19])([F:18])[C:12]([F:17])([F:16])[C:13]([O-])=[O:14])#[N:10].S(F)(OC(F)(F)C(F)=C(F)[F:27])(=O)=O>COCCOCCOC>[C:9]([C:11]([F:19])([F:18])[C:12]([F:17])([F:16])[C:13]([F:27])=[O:14])#[N:10] |f:0.1|. Procedure: A solution of 53.9 g (0.2 mole) of methyltriethylammonium-3-cyanotetrafluoropropionate prepared as in Part A in 300 ml of diglyme was stirred at -10° to -5° while 46.0 g (0.20 mole) of perfluoroallyl fluorosulfate was rapidly added. The mixture was then stirred at -10° to -5° for 1 hr., and then at -5° to 0° for 4 hr. Removal of volatiles at 35° (5 mm, 6.7×10-1 kPa) through a liquid N2 trap and fractionation gave 10.0 g (29%) of 3-cyanotetrafluoropropionyl fluoride, bp 19°-20°. IR (gas phase): 2... Reactants: COC=1C=C(C=C(C1OC)OC)NC=1N=CC2=C(N1)CCNC2 (N-(3,4,5-trimethoxyphenyl)-5,6,7,8-tetrahydropyrido[4,3-d]pyrimidin-2-amine), Intermediate 1, C(OC)(OC)=O (dimethyl carbonate), C(C)(C)N(CC)C(C)C (diisopropylethylamine). Run in C1CCOC1 (THF), CCOC(=O)C (EtOAc). Conditions: temperature 60 celsius, time 5 hour. Yields the product COC=1C=C(C=C(C1OC)OC)NC=1N=CC2=C(N1)CN(C2)C(=O)OC (Methyl 2-[(3,4,5-trimethoxyphenyl)amino]-5,7-dihydro-6H-pyrrolo[3,4-d]pyrimidine-6-carboxylate). Isolated yield 64.0%. RXN SMILES: [CH3:1][O:2][C:3]1[CH:4]=[C:5]([NH:13][C:14]2[N:15]=[CH:16][C:17]3[CH2:23][NH:22][CH2:21]C[C:18]=3[N:19]=2)[CH:6]=[C:7]([O:11][CH3:12])[C:8]=1[O:9][CH3:10].[C:24](=[O:29])([O:27][CH3:28])OC.C(N(C(C)C)CC)(C)C>C1COCC1.CCOC(C)=O>[CH3:12][O:11][C:7]1[CH:6]=[C:5]([NH:13][C:14]2[N:19]=[CH:18][C:17]3[CH2:23][N:22]([C:24]([O:27][CH3:28])=[O:29])[CH2:21][C:16]=3[N:15]=2)[CH:4]=[C:3]([O:2][CH3:1])[C:8]=1[O:9][CH3:10]. Procedure details: A solution of N-(3,4,5-trimethoxyphenyl)-5,6,7,8-tetrahydropyrido[4,3-d]pyrimidin-2-amine, Intermediate 1 (0.020 g, 0.063 mmol) in anhydrous THF (2.0 mL) was treated sequentially with dimethyl carbonate (0.006 g, 0.063 mmol) and diisopropylethylamine (0.025 mL, 0.095 mmol). The reaction was heated to 60° C. and allowed to stir for 5 hours. The reaction was cooled to room temperature, then diluted with EtOAc and washed three times with brine. The combined aqueous layers were then washed twice wit...